Dataset: the Open Reaction Database (ORD), a public repository of structured organic reaction records. Task: describe an organic reaction: reactants, conditions, products, and yield Reactants: CC(CCl)CBr, CN(C)C=O, N#CC(C#N)Cc1ccc(C(F)(F)F)cc1, [H-], [Na+]. Product: CC(CCl)CC(C#N)(C#N)Cc1ccc(C(F)(F)F)cc1. Reaction SMILES: [Br:19][CH2:20][CH:21]([CH2:22][Cl:23])[CH3:24].[CH3:25][N:26]([CH3:27])[CH:28]=[O:29].[F:1][C:2]([c:3]1[cH:4][cH:5][c:6]([CH2:7][CH:8]([C:9]#[N:10])[C:11]#[N:12])[cH:13][cH:14]1)([F:15])[F:16].[H-:17].[Na+:18]>>[F:1][C:2]([c:3]1[cH:4][cH:5][c:6]([CH2:7][C:8]([C:9]#[N:10])([C:11]#[N:12])[CH2:20][CH:21]([CH2:22][Cl:23])[CH3:24])[cH:13][cH:14]1)([F:15])[F:16]. Starting materials: OCC(CN1N=C(C=C1)C1=CN(C=2N=CN=C(C21)N[C@@H](C)C2=NN1C(C(N2C2=CC=CC=C2)=O)=C(C=C1)C)COCC[Si](C)(C)C)(C)C ((S)-2-(1-((5-(1-(3-Hydroxy-2,2-dimethylpropyl)-1H-pyrazol-3-yl)-7-((2-(trimethylsilyl)ethoxy)methyl)-7H-pyrrolo[2,3-d]pyrimidin-4-yl)amino)ethyl)-5-methyl-3-phenylpyrrolo[2,1-f][1,2,4]triazin-4(3H)-one), FC(C(=O)O)(F)F (trifluoroacetic acid), N (ammonia). The product is OCC(CN1N=C(C=C1)C1=CNC=2N=CN=C(C21)N[C@@H](C)C2=NN1C(C(N2C2=CC=CC=C2)=O)=C(C=C1)C)(C)C ((S)-2-(1-((5-(1-(3-Hydroxy-2,2-dimethylpropyl)-1H-pyrazol-3-yl)-7H-pyrrolo[2,3-d]pyrimidin-4-yl)amino)ethyl)-5-methyl-3-phenylpyrrolo[2,1-f][1,2,4]triazin-4(3H)-one). The yield is 59.5%. Reaction SMILES: [OH:1][CH2:2][C:3]([CH3:48])([CH3:47])[CH2:4][N:5]1[CH:9]=[CH:8][C:7]([C:10]2[C:18]3[C:17]([NH:19][C@H:20]([C:22]4[N:27]([C:28]5[CH:33]=[CH:32][CH:31]=[CH:30][CH:29]=5)[C:26](=[O:34])[C:25]5=[C:35]([CH3:38])[CH:36]=[CH:37][N:24]5[N:23]=4)[CH3:21])=[N:16][CH:15]=[N:14][C:13]=3[N:12](COCC[Si](C)(C)C)[CH:11]=2)=[N:6]1.FC(F)(F)C(O)=O.N>>[OH:1][CH2:2][C:3]([CH3:47])([CH3:48])[CH2:4][N:5]1[CH:9]=[CH:8][C:7]([C:10]2[C:18]3[C:17]([NH:19][C@H:20]([C:22]4[N:27]([C:28]5[CH:29]=[CH:30][CH:31]=[CH:32][CH:33]=5)[C:26](=[O:34])[C:25]5=[C:35]([CH3:38])[CH:36]=[CH:37][N:24]5[N:23]=4)[CH3:21])=[N:16][CH:15]=[N:14][C:13]=3[NH:12][CH:11]=2)=[N:6]1. Reported procedure: (S)-2-(1-((5-(1-(3-Hydroxy-2,2-dimethylpropyl)-1H-pyrazol-3-yl)-7-((2-(trimethylsilyl)ethoxy)methyl)-7H-pyrrolo[2,3-d]pyrimidin-4-yl)amino)ethyl)-5-methyl-3-phenylpyrrolo[2,1-f][1,2,4]triazin-4(3H)-one (4 mg, 0.01 mmol) was treated with trifluoroacetic acid (1 mL, 13 mmol) and a solution of ammonia (7N in methanol, 5 mL, 35 mmol) according to the method described in Example 27 to give 3.2 mg (100% yield) of the title compound. Purity 85%. Starting materials: N1C=C(C2=CC=CC=C12)CC(CNCC1=C(C=CC=C1)OC)NC(CN1CCN(CC1)C1=CC=CC=C1)=O (3-(1H-indol-3-yl)-1-[N-(2-methoxybenzyl)amino]-2-[N-(2-((4-phenyl)piperazin-1-yl)acetyl)amino]propane), CN=C=O (methyl isocyanate). The solvent is O1CCCC1 (tetrahydrofuran). Conditions: time 16 hour. Product: N1C=C(C2=CC=CC=C12)CC(CN(C(=O)NC)CC1=C(C=CC=C1)OC)NC(CN1CCN(CC1)C1=CC=CC=C1)=O (3-(1H-indol-3-yl)-1-[N-(2-methoxybenzyl)-N-(methylaminocarbonyl)amino]-2-[N-(2-((4-phenyl)piperazin-1-yl)acetyl)amino]propane). RXN SMILES: [NH:1]1[C:9]2[C:4](=[CH:5][CH:6]=[CH:7][CH:8]=2)[C:3]([CH2:10][CH:11]([NH:23][C:24](=[O:38])[CH2:25][N:26]2[CH2:31][CH2:30][N:29]([C:32]3[CH:37]=[CH:36][CH:35]=[CH:34][CH:33]=3)[CH2:28][CH2:27]2)[CH2:12][NH:13][CH2:14][C:15]2[CH:20]=[CH:19][CH:18]=[CH:17][C:16]=2[O:21][CH3:22])=[CH:2]1.[CH3:39][N:40]=[C:41]=[O:42]>O1CCCC1>[NH:1]1[C:9]2[C:4](=[CH:5][CH:6]=[CH:7][CH:8]=2)[C:3]([CH2:10][CH:11]([NH:23][C:24](=[O:38])[CH2:25][N:26]2[CH2:31][CH2:30][N:29]([C:32]3[CH:33]=[CH:34][CH:35]=[CH:36][CH:37]=3)[CH2:28][CH2:27]2)[CH2:12][N:13]([CH2:14][C:15]2[CH:20]=[CH:19][CH:18]=[CH:17][C:16]=2[O:21][CH3:22])[C:41]([NH:40][CH3:39])=[O:42])=[CH:2]1. Reported procedure: To a room temperature solution of 3-(1H-indol-3-yl)-1-[N-(2-methoxybenzyl)amino]-2-[N-(2-((4-phenyl)piperazin-1-yl)acetyl)amino]propane (0.40 g, 0.78 mmole) in 10 ml of anhydrous tetrahydrofuran was added dropwise methyl isocyanate (140 μl, 2.3 mmoles). The resulting mixture was then stirred for 16 hours at room temperature. The tetrahydrofuran was removed in vacuo. The title product was isolated by consecutive washes with ethyl acetate, water, and brine, and then dried over sodium sulfate. Flas... Reactants: O (water), C(C)OC(=O)C1C2CNCC12 (ethyl(3-azabicyclo[3.1.0]hex-6-yl)carboxylate), C(O)([O-])=O.[Na+] (sodium hydrogencarbonate), ClCC=1C=CC2=C(NC3=C(S2)N=CC=N3)C1 (8-chloromethyl-10H-pyrazino[2,3-b][1,4]benzothiazine). Solvent: C(C)(=O)OCC (ethyl acetate), CN(C=O)C (N,N-dimethylformamide). Conditions: temperature 80 celsius. The product is C(C)OC(=O)C1C2CN(CC12)CC=1C=CC2=C(NC3=C(S2)N=CC=N3)C1 (Ethyl[3-(10H-pyrazino[2,3-b][1,4]benzothiazin-8-ylmethyl)-3-azabicyclo[3.1.0]hex-6-yl]carboxylate). Isolated yield 28.0%. RXN SMILES: [CH2:1]([O:3][C:4]([CH:6]1[CH:11]2[CH:7]1[CH2:8][NH:9][CH2:10]2)=[O:5])[CH3:2].C(=O)([O-])O.[Na+].Cl[CH2:18][C:19]1[CH:20]=[CH:21][C:22]2[S:27][C:26]3[N:28]=[CH:29][CH:30]=[N:31][C:25]=3[NH:24][C:23]=2[CH:32]=1.O>CN(C)C=O.C(OCC)(=O)C>[CH2:1]([O:3][C:4]([CH:6]1[CH:11]2[CH:7]1[CH2:8][N:9]([CH2:18][C:19]1[CH:20]=[CH:21][C:22]3[S:27][C:26]4[N:28]=[CH:29][CH:30]=[N:31][C:25]=4[NH:24][C:23]=3[CH:32]=1)[CH2:10]2)=[O:5])[CH3:2] |f:1.2|. Reported procedure: To a solution of 1.523 g of ethyl(3-azabicyclo[3.1.0]hex-6-yl)carboxylate in N,N-dimethylformamide (30 ml) were added 2.30 g of sodium hydrogencarbonate and 1.39 g of 8-chloromethyl-10H-pyrazino[2,3-b][1,4]benzothiazine and the resulting mixture was heated to 80° C. for 2 hours. After adding water and ethyl acetate, the organic layer was washed with water, dried over magnesium sulfate and concentrated under reduced pressure. Then the residue was purified by silica gel column chromatography (elut... Procedure details: When the reduction is carried out by using tributyltin hydride, the reaction takes place by dissolving 5′-deoxy-5′-iodo-5-fluorouridine in an alcohol, for example methanol, the reducing agent being added as a solution in an organic solvent, for example in toluene, and the mixture is heated at reflux in the presence of α,α′-azoisobutyro nitrile in catalytic amount. After 1÷3 hours the reduction is complete and, after evaporation of the solvent, the 5′-deoxy-5-fluorouridine thus obtained is recove... Run in alcohol, C1(=CC=CC=C1)C (toluene). The product is FC=1C(NC(N([C@H]2[C@H](O)[C@H](O)[C@@H](C)O2)C1)=O)=O (5′-deoxy-5-fluorouridine). The reactants are C(CCC)[SnH](CCCC)CCCC (tributyltin hydride), IC[C@@H]1[C@H]([C@H]([C@@H](O1)N1C(=O)NC(=O)C(=C1)F)O)O (5′-deoxy-5′-iodo-5-fluorouridine), α,α′-azoisobutyro nitrile, CO (methanol). As a reaction SMILES: C([SnH](CCCC)CCCC)CCC.I[CH2:15][C@H:16]1[O:20][C@@H:19]([N:21]2[CH:28]=[C:27]([F:29])[C:25](=[O:26])[NH:24][C:22]2=[O:23])[C@H:18]([OH:30])[C@@H:17]1[OH:31].CO>C1(C)C=CC=CC=1>[F:29][C:27]1[C:25](=[O:26])[NH:24][C:22](=[O:23])[N:21]([CH:28]=1)[C@@H:19]1[O:20][C@H:16]([CH3:15])[C@@H:17]([OH:31])[C@H:18]1[OH:30]. The product is COC1=CC=C(C=C1)S(=O)(=O)CCCC(C(=O)OCC)=C (2-[(4-methoxybenzenesulfonyl)propyl]-2-propenoic acid, ethyl ester). Procedure details: A mixture of 3-(4-methoxybenzenesulfonyl)-propylmalonic acid, monoethyl ester (1.1 g, 3.2 mmol), paraformaldehyde (0.11 g, 3.5 mmol), piperidine (0.03 mL, 0.32 mmol), and pyridine (20 mL) is refluxed for three hours. The mixture is transferred to ethyl acetate and extracted with aqueous 10% hydrochloric acid, distilled water, aqueous sodium bicarbonate, brine, and the organic phase is concentrated in vacuo to yield the title compound as a clear, colorless oil. Starting materials: COC1=CC=C(C=C1)S(=O)(=O)CCCC(C(=O)OCC)C(=O)[O-] (3-(4-methoxybenzenesulfonyl)-propylmalonic acid, monoethyl ester), C=O (paraformaldehyde), N1CCCCC1 (piperidine), N1=CC=CC=C1 (pyridine). Reaction SMILES: [CH3:1][O:2][C:3]1[CH:8]=[CH:7][C:6]([S:9]([CH2:12][CH2:13][CH2:14][CH:15]([C:21]([O-])=O)[C:16]([O:18][CH2:19][CH3:20])=[O:17])(=[O:11])=[O:10])=[CH:5][CH:4]=1.C=O.N1CCCCC1.N1C=CC=CC=1>C(OCC)(=O)C>[CH3:1][O:2][C:3]1[CH:8]=[CH:7][C:6]([S:9]([CH2:12][CH2:13][CH2:14][C:15](=[CH2:21])[C:16]([O:18][CH2:19][CH3:20])=[O:17])(=[O:11])=[O:10])=[CH:5][CH:4]=1. Solvent: C(C)(=O)OCC (ethyl acetate).